The task is: describe an organic reaction: reactants, conditions, products, and yield. This data is from the Open Reaction Database (ORD), a public repository of structured organic reaction records. The product is Nc1ccc(OCCBr)c(Cl)c1. The reactants are CCO, O=[N+]([O-])c1ccc(OCCBr)c(Cl)c1, [Na+], [Na+], O, O=S([O-])S(=O)[O-]. Reaction SMILES: [CH3:15][CH2:16][OH:17].[Cl:1][c:2]1[c:3]([O:4][CH2:5][CH2:6][Br:7])[cH:8][cH:9][c:10]([N+:12]([O-:13])=[O:14])[cH:11]1.[Na+:24].[Na+:25].[OH2:26].[S:18]([S:19]([O-:20])=[O:21])([O-:22])=[O:23]>>[Cl:1][c:2]1[c:3]([O:4][CH2:5][CH2:6][Br:7])[cH:8][cH:9][c:10]([NH2:12])[cH:11]1. The reactants are C(C)(C)(C)OC(NCCC(C1=CC=CC=C1)NC1=CC(=CC=C1)C1=NN(C2=NC(=NC=C21)NCCN2CCOCC2)COCC[Si](C)(C)C)=O ((3-{3-[6-(2-morpholin-4-yl-ethylamino)-1-(2-trimethylsilanyl-ethoxymethyl)-1H-pyrazolo[3,4-d]pyrimidin-3-yl]-phenylamino}-3-phenyl-propyl)-carbamic acid tert-butyl ester), C(=O)(C(F)(F)F)O (TFA). The solvent is ClCCl (dichloromethane). Run at time 2 hour. The product is N1(CCOCC1)CCNC1=NC=C2C(=N1)NN=C2C=2C=C(C=CC2)NC(CCN)C2=CC=CC=C2 (N1-{3-[6-(2-morpholin-4-yl-ethylamino)-1H-pyrazolo[3,4-d]pyrimidin-3-yl]-phenyl}-1-phenyl-propane-1,3-diamine). As a reaction SMILES: C(OC(=O)[NH:7][CH2:8][CH2:9][CH:10]([NH:17][C:18]1[CH:23]=[CH:22][CH:21]=[C:20]([C:24]2[C:32]3[C:27](=[N:28][C:29]([NH:33][CH2:34][CH2:35][N:36]4[CH2:41][CH2:40][O:39][CH2:38][CH2:37]4)=[N:30][CH:31]=3)[N:26](COCC[Si](C)(C)C)[N:25]=2)[CH:19]=1)[C:11]1[CH:16]=[CH:15][CH:14]=[CH:13][CH:12]=1)(C)(C)C.C(O)(C(F)(F)F)=O>ClCCl>[N:36]1([CH2:35][CH2:34][NH:33][C:29]2[N:28]=[C:27]3[NH:26][N:25]=[C:24]([C:20]4[CH:19]=[C:18]([NH:17][CH:10]([C:11]5[CH:12]=[CH:13][CH:14]=[CH:15][CH:16]=5)[CH2:9][CH2:8][NH2:7])[CH:23]=[CH:22][CH:21]=4)[C:32]3=[CH:31][N:30]=2)[CH2:41][CH2:40][O:39][CH2:38][CH2:37]1. Procedure details: To a stirred solution of crude (3-{3-[6-(2-morpholin-4-yl-ethylamino)-1-(2-trimethylsilanyl-ethoxymethyl)-1H-pyrazolo[3,4-d]pyrimidin-3-yl]-phenylamino}-3-phenyl-propyl)-carbamic acid tert-butyl ester (329 mg, crude) in dichloromethane (1.5 mL) was added TFA (1.5 mL) at room temperature. The resulting mixture was stirred for 2 hours at room temperature. The reaction solution was concentrated under reduced pressure and partitioned between saturated NaHCO3 solution and ethyl acetate. The water pha... Reactants: CCN(CC)S(F)(F)F, COC(=O)C(O)C(Cc1ccc(-c2cccc(Cl)c2)cc1)NC(=O)OC(C)(C)C, CCOC(C)=O. The product is COC(=O)C(F)C(Cc1ccc(-c2cccc(Cl)c2)cc1)NC(=O)OC(C)(C)C. Reaction SMILES: [CH2:30]([N:31]([S:32]([F:33])([F:34])[F:36])[CH2:35][CH3:37])[CH3:38].[CH3:1][O:2][C:3]([CH:4]([CH:5]([CH2:6][c:7]1[cH:8][cH:9][c:10](-[c:13]2[cH:14][c:15]([Cl:19])[cH:16][cH:17][cH:18]2)[cH:11][cH:12]1)[NH:20][C:21](=[O:22])[O:23][C:24]([CH3:25])([CH3:26])[CH3:27])[OH:28])=[O:29].[CH3:39][CH2:40][O:41][C:42]([CH3:43])=[O:44]>>[CH3:1][O:2][C:3]([CH:4]([CH:5]([CH2:6][c:7]1[cH:8][cH:9][c:10](-[c:13]2[cH:14][c:15]([Cl:19])[cH:16][cH:17][cH:18]2)[cH:11][cH:12]1)[NH:20][C:21](=[O:22])[O:23][C:24]([CH3:25])([CH3:26])[CH3:27])[F:36])=[O:29]. Starting materials: O=C(Cl)c1ccccc1, C1CCOC1, CCN(C(C)C)C(C)C, CC(C)(C)OC(=O)N1CCc2c(n(CCN)c3ccccc23)CC1, O=C(O)CC(O)(CC(=O)O)C(=O)O. The product is CC(C)(C)OC(=O)N1CCc2c(n(CCNC(=O)c3ccccc3)c3ccccc23)CC1. As a reaction SMILES: [C:34]([c:35]1[cH:36][cH:37][cH:38][cH:39][cH:40]1)(=[O:41])[Cl:42].[CH2:56]1[O:57][CH2:58][CH2:59][CH2:60]1.[CH:25]([N:26]([CH:27]([CH3:28])[CH3:29])[CH2:30][CH3:31])([CH3:32])[CH3:33].[NH2:1][CH2:2][CH2:3][n:4]1[c:5]2[c:6]([c:7]3[cH:8][cH:9][cH:10][cH:11][c:12]13)[CH2:13][CH2:14][N:15]([C:18](=[O:19])[O:20][C:21]([CH3:22])([CH3:23])[CH3:24])[CH2:16][CH2:17]2.[OH:43][C:44]([CH2:45][C:46]([C:47](=[O:48])[OH:49])([CH2:50][C:51](=[O:52])[OH:53])[OH:54])=[O:55]>>[NH:1]([CH2:2][CH2:3][n:4]1[c:5]2[c:6]([c:7]3[cH:8][cH:9][cH:10][cH:11][c:12]13)[CH2:13][CH2:14][N:15]([C:18](=[O:19])[O:20][C:21]([CH3:22])([CH3:23])[CH3:24])[CH2:16][CH2:17]2)[C:34]([c:35]1[cH:36][cH:37][cH:38][cH:39][cH:40]1)=[O:41]. Reactants: O1C(=CC=C1)C(=O)N1CCNCC1 (N-(2-Furoyl)piperazine), [OH-].[Na+] (NaOH), Br.O1C(CCC1)C(=O)N1CCNCC1 (tetrahydrofuroylpiperazine HBr), C(=O)([O-])[O-].[Na+].[Na+] (Na2CO3), hydrobromide salt, salt, solid. The reagents and catalysts are [Ni] (Raney nickel). Solvent: O (H2O), CO (methyl alcohol). The product is O1C(CCC1)C(=O)N1CCNCC1 (N-(Tetrahydro-2-furoyl)piperazine). RXN SMILES: [O:1]1[CH:5]=[CH:4][CH:3]=[C:2]1[C:6]([N:8]1[CH2:13][CH2:12][NH:11][CH2:10][CH2:9]1)=[O:7].Br.O1CCCC1C(N1CCNCC1)=O.[OH-].[Na+].C([O-])([O-])=O.[Na+].[Na+]>CO.[Ni].O>[O:1]1[CH2:5][CH2:4][CH2:3][CH:2]1[C:6]([N:8]1[CH2:9][CH2:10][NH:11][CH2:12][CH2:13]1)=[O:7] |f:1.2,3.4,5.6.7|. Procedure: The furoylpiperazine of Example 1 was converted to the hydrobromide salt (m.p. 173°-175° C.). This salt (39.0 g) in 250 ml methyl alcohol and 9.0 g Raney nickel was hydrogenated at 3 atm. After uptake of H2 ceased, the catalyst was filtered, the solvent concentrated, and the residue crystallized from isopropyl alcohol to give 35.2 g. tetrahydrofuroylpiperazine HBr, m.p. 152°-156° C. This was suspended in 20 ml H2O. Then 10.5 g 50%, NaOH solution was added slowly followed by 2.0 g solid Na2CO3. T... Starting materials: O=C([O-])[O-], ClC(Cl)Cl, Cc1ccc(S(=O)(=O)OCCF)cc1, [K+], [K+], O, Oc1ccc(-c2cn3cc(I)ccc3n2)cc1. Yields the product FCCOc1ccc(-c2cn3cc(I)ccc3n2)cc1. RXN SMILES: [C:18](=[O:19])([O-:20])[O-:21].[CH:39]([Cl:40])([Cl:41])[Cl:42].[F:24][CH2:25][CH2:26][O:27][S:28]([c:29]1[cH:30][cH:31][c:32]([CH3:33])[cH:34][cH:35]1)(=[O:36])=[O:37].[K+:22].[K+:23].[OH2:38].[OH:1][c:2]1[cH:3][cH:4][c:5](-[c:8]2[n:9][c:10]3[n:11]([cH:12][c:13]([I:16])[cH:14][cH:15]3)[cH:17]2)[cH:6][cH:7]1>>[O:1]([c:2]1[cH:3][cH:4][c:5](-[c:8]2[n:9][c:10]3[n:11]([cH:12][c:13]([I:16])[cH:14][cH:15]3)[cH:17]2)[cH:6][cH:7]1)[CH2:26][CH2:25][F:24]. Reactants: CN(C)c1ccc(-c2cnc3c(c2)c(Br)cn3COCC[Si](C)(C)C)cc1, C1COCCN1, CN(C)CCO, [Cu], [K+], [K+], [K+], O, O=P([O-])([O-])[O-]. Product: CN(C)c1ccc(-c2cnc3c(c2)c(N2CCOCC2)cn3COCC[Si](C)(C)C)cc1. As a reaction SMILES: [Br:1][c:2]1[cH:3][n:4]([CH2:20][O:21][CH2:22][CH2:23][Si:24]([CH3:25])([CH3:26])[CH3:27])[c:5]2[n:6][cH:7][c:8](-[c:11]3[cH:12][cH:13][c:14]([N:17]([CH3:18])[CH3:19])[cH:15][cH:16]3)[cH:9][c:10]12.[CH2:28]1[CH2:29][O:30][CH2:31][CH2:32][NH:33]1.[CH3:43][N:44]([CH2:45][CH2:46][OH:47])[CH3:48].[Cu:49].[K+:40].[K+:41].[K+:42].[OH2:34].[P:35]([O-:36])([O-:37])([O-:38])=[O:39]>>[c:2]1([N:33]2[CH2:28][CH2:29][O:30][CH2:31][CH2:32]2)[cH:3][n:4]([CH2:20][O:21][CH2:22][CH2:23][Si:24]([CH3:25])([CH3:26])[CH3:27])[c:5]2[n:6][cH:7][c:8](-[c:11]3[cH:12][cH:13][c:14]([N:17]([CH3:18])[CH3:19])[cH:15][cH:16]3)[cH:9][c:10]12.